Dataset: the Open Reaction Database (ORD), a public repository of structured organic reaction records. Task: describe an organic reaction: reactants, conditions, products, and yield Starting materials: C1=CC=C(C=C1)S(=O)(=O)N(F)S(=O)(=O)C2=CC=CC=C2 (N-fluorobenzene sulfonimide), COC1=C(CN2S(C(CCC2)F)(=O)=O)C=CC(=C1)OC (2-(2,4-dimethoxybenzyl)-6-fluoro-1,2-thiazinane-1,1-dioxide), C(CCC)[Li] (n-butyl lithium), hexanes, [Cl-].[NH4+] (ammonium chloride). The solvent is O1CCCC1 (tetrahydrofuran), O1CCCC1 (tetrahydrofuran). Conditions: temperature -78 celsius, time 1 hour. Product: COC1=C(CN2S(C(CCC2)(F)F)(=O)=O)C=CC(=C1)OC (2-(2,4-Dimethoxybenzyl)-6,6-difluoro-1,2-thiazinane-1,1-dioxide). The yield is 15.6%. Reaction SMILES: [CH3:1][O:2][C:3]1[CH:18]=[C:17]([O:19][CH3:20])[CH:16]=[CH:15][C:4]=1[CH2:5][N:6]1[CH2:11][CH2:10][CH2:9][CH:8]([F:12])[S:7]1(=[O:14])=[O:13].C([Li])CCC.C1C=CC(S(N(S(C2C=CC=CC=2)(=O)=O)[F:36])(=O)=O)=CC=1.[Cl-].[NH4+]>O1CCCC1>[CH3:1][O:2][C:3]1[CH:18]=[C:17]([O:19][CH3:20])[CH:16]=[CH:15][C:4]=1[CH2:5][N:6]1[CH2:11][CH2:10][CH2:9][C:8]([F:36])([F:12])[S:7]1(=[O:14])=[O:13] |f:3.4|. Reported procedure: To a solution of 2-(2,4-dimethoxybenzyl)-6-fluoro-1,2-thiazinane-1,1-dioxide (0.500 g, 1.8 mmol) in anhydrous tetrahydrofuran (30 mL), cooled to −78° C., was slowly added 2.5 N n-butyl lithium in hexanes (1.262 mL, 3.2 mmol). The solution was stirred at −78° C. for 1 hr, a solution of N-fluorobenzene sulfonimide (1.243 g, 3.9 mmol) in anhydrous tetrahydrofuran (5 mL) was slowly added over 10 mins, and the mixture stirred at −78° C. for 3 hrs and at room temperature for 3 hrs. The reaction mixtur... Starting materials: COC(=O)c1ccc(OC)cc1OS(=O)(=O)C(F)(F)F, CCN(C(C)C)C(C)C, C#CCCCC, [Cl-], [Cu]I, [NH4+], CN(C)C=O, Cl[Pd]Cl, c1ccc(P(c2ccccc2)c2ccccc2)cc1, c1ccc(P(c2ccccc2)c2ccccc2)cc1. Product: CCCCC#Cc1cc(OC)ccc1C(=O)OC. As a reaction SMILES: [CH3:1][O:2][c:3]1[cH:4][c:5]([O:13][S:14]([C:15]([F:16])([F:17])[F:18])(=[O:19])=[O:20])[c:6]([C:7](=[O:8])[O:9][CH3:10])[cH:11][cH:12]1.[CH:21]([N:22]([CH:23]([CH3:24])[CH3:25])[CH2:26][CH3:27])([CH3:28])[CH3:29].[CH:30]#[C:31][CH2:32][CH2:33][CH2:34][CH3:35].[Cl-:36].[Cu:84][I:85].[NH4+:37].[O:38]=[CH:39][N:40]([CH3:41])[CH3:42].[Pd:43]([Cl:44])[Cl:45].[c:46]1([P:47]([c:48]2[cH:49][cH:50][cH:51][cH:52][cH:53]2)[c:54]2[cH:55][cH:56][cH:57][cH:58][cH:59]2)[cH:60][cH:61][cH:62][cH:63][cH:64]1.[c:65]1([P:66]([c:67]2[cH:68][cH:69][cH:70][cH:71][cH:72]2)[c:73]2[cH:74][cH:75][cH:76][cH:77][cH:78]2)[cH:79][cH:80][cH:81][cH:82][cH:83]1>>[CH3:1][O:2][c:3]1[cH:4][c:5]([C:30]#[C:31][CH2:32][CH2:33][CH2:34][CH3:35])[c:6]([C:7](=[O:8])[O:9][CH3:10])[cH:11][cH:12]1. The reactants are COCCBr, CCOC(=O)c1n[nH]nc1C. RXN SMILES: [CH3:12][O:13][CH2:14][CH2:15][Br:16].[CH3:1][c:2]1[c:3]([C:7](=[O:8])[O:9][CH2:10][CH3:11])[n:4][nH:5][n:6]1>>[CH3:1][c:2]1[c:3]([C:7](=[O:8])[O:9][CH2:10][CH3:11])[n:4][n:5]([CH2:15][CH2:14][O:13][CH3:12])[n:6]1. Product: CCOC(=O)c1nn(CCOC)nc1C. Yields the product OC(CNCc1cccs1)COc1ccc(-c2csc3ccccc23)cc1. The reactants are CCO, c1ccc2c(-c3ccc(OCC4CO4)cc3)csc2c1, NCc1cccs1. RXN SMILES: [CH3:28][CH2:29][OH:30].[s:1]1[c:2]2[c:3]([c:4](-[c:6]3[cH:7][cH:8][c:9]([O:10][CH2:11][CH:12]4[O:13][CH2:14]4)[cH:15][cH:16]3)[cH:5]1)[cH:17][cH:18][cH:19][cH:20]2.[s:21]1[c:22]([CH2:26][NH2:27])[cH:23][cH:24][cH:25]1>>[s:1]1[c:2]2[c:3]([c:4](-[c:6]3[cH:7][cH:8][c:9]([O:10][CH2:11][CH:12]([OH:13])[CH2:14][NH:27][CH2:26][c:22]4[s:21][cH:25][cH:24][cH:23]4)[cH:15][cH:16]3)[cH:5]1)[cH:17][cH:18][cH:19][cH:20]2.